This data is from the Open Reaction Database (ORD), a public repository of structured organic reaction records. The task is: describe an organic reaction: reactants, conditions, products, and yield The reactants are BrC=1C=CC(=NC1)C(=O)O (5-bromopyridine-2-carboxylic acid), Cl.CN(CCCN=C=NCC)C (1-(3-dimethylaminopropyl)-3-ethylcarbodiimide monohydrochloride), N1=CC=CC=C1 (pyridine), NC1=CC(=C(C=C1N)C1N(CCC1)C(=O)OC(C)(C)C)OC1=CC=C(C=C1)S(=O)(=O)C (t-butyl 2-(4,5-diamino-2-(4-methanesulfonyl-phenoxy)-phenyl)-pyrrolidine-1-carboxylate). The solvent is C(Cl)(Cl)Cl (chloroform). Reaction conditions: time 12 hour. Yields the product BrC=1C=CC(=NC1)C1=NC2=C(N1)C=C(C(=C2)OC2=CC=C(C=C2)S(=O)(=O)C)C2NCCC2 (2-(5-bromo-pyridin-2-yl)-5-(4-methanesulfonyl-phenoxy)-6-pyrrolidin-2-yl-1H-benzimidazole). RXN SMILES: [Br:1][C:2]1[CH:3]=[CH:4][C:5]([C:8](O)=O)=[N:6][CH:7]=1.Cl.CN(C)CCCN=C=NCC.N1C=CC=CC=1.[NH2:29][C:30]1[C:35]([NH2:36])=[CH:34][C:33]([CH:37]2[CH2:41][CH2:40][CH2:39][N:38]2C(OC(C)(C)C)=O)=[C:32]([O:49][C:50]2[CH:55]=[CH:54][C:53]([S:56]([CH3:59])(=[O:58])=[O:57])=[CH:52][CH:51]=2)[CH:31]=1>C(Cl)(Cl)Cl>[Br:1][C:2]1[CH:3]=[CH:4][C:5]([C:8]2[NH:36][C:35]3[CH:34]=[C:33]([CH:37]4[CH2:41][CH2:40][CH2:39][NH:38]4)[C:32]([O:49][C:50]4[CH:55]=[CH:54][C:53]([S:56]([CH3:59])(=[O:58])=[O:57])=[CH:52][CH:51]=4)=[CH:31][C:30]=3[N:29]=2)=[N:6][CH:7]=1 |f:1.2|. Procedure details: 220 mg of 5-bromopyridine-2-carboxylic acid and 260 mg of 1-(3-dimethylaminopropyl)-3-ethylcarbodiimide monohydrochloride were added in order to a pyridine (10 ml) solution of 500 mg of t-butyl 2-(4,5-diamino-2-(4-methanesulfonyl-phenoxy)-phenyl)-pyrrolidine-1-carboxylate, and the reaction liquid was stirred at room temperature for 12 hours. The reaction liquid was diluted with chloroform, washed with water and saturated saline in order, and dried with anhydrous magnesium sulfate. The solvent wa... The reactants are N1(CCOCC1)C(=O)N1CC(CC(C1)C1=CC=C(C=C1)C(F)(F)F)C(=O)O (1-(Morpholin-4-ylcarbonyl)-5-[4-(trifluoromethyl)phenyl]piperidine-3-carboxylic acid), ON=C(N)C1=NC=CC=C1 (N′-Hydroxypyridine-2-carboximidamide). Product: N1(CCOCC1)C(=O)N1CC(CC(C1)C1=CC=C(C=C1)C(F)(F)F)C1=NC(=NO1)C1=NC=CC=C1 (Morpholin-4-yl {3-[3-(pyridin-2-yl)-1,2,4-oxadiazol-5-yl]-5-[4(trifluoromethyl)phenyl]piperidin-1-yl}methanone). As a reaction SMILES: [N:1]1([C:7]([N:9]2[CH2:14][CH:13]([C:15]3[CH:20]=[CH:19][C:18]([C:21]([F:24])([F:23])[F:22])=[CH:17][CH:16]=3)[CH2:12][CH:11]([C:25]([OH:27])=O)[CH2:10]2)=[O:8])[CH2:6][CH2:5][O:4][CH2:3][CH2:2]1.O[N:29]=[C:30]([C:32]1[CH:37]=[CH:36][CH:35]=[CH:34][N:33]=1)[NH2:31]>>[N:1]1([C:7]([N:9]2[CH2:14][CH:13]([C:15]3[CH:16]=[CH:17][C:18]([C:21]([F:23])([F:24])[F:22])=[CH:19][CH:20]=3)[CH2:12][CH:11]([C:25]3[O:27][N:31]=[C:30]([C:32]4[CH:37]=[CH:36][CH:35]=[CH:34][N:33]=4)[N:29]=3)[CH2:10]2)=[O:8])[CH2:2][CH2:3][O:4][CH2:5][CH2:6]1. Procedure: 250 mg (about 0.520 mmol) of the compound from Example 49A and 79 mg (0.580 mmol) of N′-hydroxypyridine-2-carboximidamide (Example 69A) were reacted according to the General Method 1. Yield: 49 mg (19% of theory).